Task: describe an organic reaction: reactants, conditions, products, and yield. Dataset: the Open Reaction Database (ORD), a public repository of structured organic reaction records Starting materials: N1=CC(=CC=C1)CC(=O)OC1=CC=C(C=C1)[N+](=O)[O-] (p-nitrophenyl 3-pyridylacetate), FC(C=1C=C(C=CC1)C=1CCNCC1)(F)F (4-(3-trifluoromethylphenyl)-1,2,3,6-tetrahydropyridine). Solvent: C(C)O (ethanol). Run at time 1 hour. The product is N1=CC(=CC=C1)CC(=O)N1CCC(=CC1)C1=CC(=CC=C1)C(F)(F)F (1-(3-pyridylacetyl)-4-(3-trifluoromethylphenyl)-1,2,3,6-tetrahydropyridine). The yield is 52.8%. Reaction SMILES: [N:1]1[CH:6]=[CH:5][CH:4]=[C:3]([CH2:7][C:8]([O:10]C2C=CC([N+]([O-])=O)=CC=2)=O)[CH:2]=1.[F:20][C:21]([F:35])([F:34])[C:22]1[CH:23]=[C:24]([C:28]2[CH2:29][CH2:30][NH:31][CH2:32][CH:33]=2)[CH:25]=[CH:26][CH:27]=1>C(O)C>[N:1]1[CH:6]=[CH:5][CH:4]=[C:3]([CH2:7][C:8]([N:31]2[CH2:30][CH:29]=[C:28]([C:24]3[CH:25]=[CH:26][CH:27]=[C:22]([C:21]([F:20])([F:34])[F:35])[CH:23]=3)[CH2:33][CH2:32]2)=[O:10])[CH:2]=1. Procedure details: A suspension of 11.3 g of p-nitrophenyl 3-pyridylacetate and 10 g of 4-(3-trifluoromethylphenyl)-1,2,3,6-tetrahydropyridine in 150 ml of ethanol is stirred 1 hour at room temperature, then concentrated under reduced pressure. The residue is dissolved in diethyl ether, the solution is washed with water, then with sodium hydroxide and again with water, dried on anhydrous sodium sulfate and concentrated. Thus, 1-(3-pyridylacetyl)-4-(3-trifluoromethylphenyl)-1,2,3,6-tetrahydropyridine (8 g) is obtai... Starting materials: CCOC(=O)c1cn(C2CC2)c2c(F)c(N)c(F)cc2c1=O, OC(CCl)CCl, c1ccncc1. Yields the product CCOC(=O)c1cn(C2CC2)c2c(F)c(N3CC(O)C3)c(F)cc2c1=O. Reaction SMILES: [NH2:1][c:2]1[c:3]([F:22])[cH:4][c:5]2[c:6](=[O:21])[c:7]([C:16](=[O:17])[O:18][CH2:19][CH3:20])[cH:8][n:9]([CH:13]3[CH2:14][CH2:15]3)[c:10]2[c:11]1[F:12].[OH:23][CH:24]([CH2:25][Cl:28])[CH2:27][Cl:26].[cH:29]1[cH:30][cH:31][n:32][cH:33][cH:34]1>>[N:1]1([c:2]2[c:3]([F:22])[cH:4][c:5]3[c:6](=[O:21])[c:7]([C:16](=[O:17])[O:18][CH2:19][CH3:20])[cH:8][n:9]([CH:13]4[CH2:14][CH2:15]4)[c:10]3[c:11]2[F:12])[CH2:25][CH:24]([OH:23])[CH2:27]1. Starting materials: [OH-].[Na+] (sodium hydroxide), Compound 3, C(C)(=O)O (acetic acid), S(O)(O)(=O)=O (sulfuric acid). Run at temperature 40 celsius, time 2 hour. Yields the product OCC(=O)[C@H](O)[C@@H](O)[C@@H](O)CO (L-fructose). Isolated yield 76.0%. RXN SMILES: [OH-:1].[Na+].S(=O)(=O)(O)O.[C:8]([OH:11])(=O)[CH3:9]>>[OH:1][CH2:9][C:9]([C@@H:8]([C@H:8]([C@H:9]([CH2:8][OH:11])[OH:1])[OH:11])[OH:11])=[O:1] |f:0.1|. Procedure: Compound 3 (3 g) dissolved in 60% acetic acid (30 ml) was heated at 40° C. for 3 hours. The mixture was made alkaline with 10N sodium hydroxide solution (40 ml), heated at 70° C. for 15 hours and then acidified with 18N sulfuric acid solution (30 ml). The salt was filtered off and the filtrate left at room temperature for 18 hours and 70° C. for 2 hours. The mixture was neutralized with 10N sodium hydroxide solution (3.5 ml). The salt was removed by ethanol precipitation. After filtration, the f... Procedure: A mixture of 7-(3-aminopiperidin-1-yl)-1-cyclopropyl-6,8-difluoro-1,4-dihydro-4-oxoquinoline-3-carboxylic acid (1.21 g) obtained as described in Example 1(b), sodium methoxide (1.2 g) and dimethylsulfoxide (40 ml) was stirred for 2 hours at 120°-140° C. The reaction mixture was concentrated in vacuum and water was added to the residue. Neutralization of the mixture with 1N hydrochloric acid followed by evaporation of the solvent and purification by silica gel column chromatography (chloroform:me... The product is NC1CN(CCC1)C1=C(C=C2C(C(=CN(C2=C1OC)C1CC1)C(=O)O)=O)F (7-(3-aminopiperidin-1-yl)-1-cyclopropyl-6-fluoro-1,4-dihydro-8-methoxy-4-oxoquinoline-3-carboxylic acid). RXN SMILES: [NH2:1][CH:2]1[CH2:7][CH2:6][CH2:5][N:4]([C:8]2[C:17](F)=[C:16]3[C:11]([C:12](=[O:25])[C:13]([C:22]([OH:24])=[O:23])=[CH:14][N:15]3[CH:19]3[CH2:21][CH2:20]3)=[CH:10][C:9]=2[F:26])[CH2:3]1.[CH3:27][O-:28].[Na+]>CS(C)=O>[NH2:1][CH:2]1[CH2:7][CH2:6][CH2:5][N:4]([C:8]2[C:17]([O:28][CH3:27])=[C:16]3[C:11]([C:12](=[O:25])[C:13]([C:22]([OH:24])=[O:23])=[CH:14][N:15]3[CH:19]3[CH2:20][CH2:21]3)=[CH:10][C:9]=2[F:26])[CH2:3]1 |f:1.2|. Solvent: CS(=O)C (dimethylsulfoxide). Starting materials: NC1CN(CCC1)C1=C(C=C2C(C(=CN(C2=C1F)C1CC1)C(=O)O)=O)F (7-(3-aminopiperidin-1-yl)-1-cyclopropyl-6,8-difluoro-1,4-dihydro-4-oxoquinoline-3-carboxylic acid), C[O-].[Na+] (sodium methoxide). Reaction conditions: time 2 hour. Starting materials: C1CCNC1, Cc1ccccc1, OCC#CCCl. Product: OCC#CCN1CCCC1. RXN SMILES: [CH2:1]1[CH2:2][CH2:3][NH:4][CH2:5]1.[CH3:12][c:13]1[cH:14][cH:15][cH:16][cH:17][cH:18]1.[Cl:6][CH2:7][C:8]#[C:9][CH2:10][OH:11]>>[CH2:1]1[CH2:2][CH2:3][N:4]([CH2:7][C:8]#[C:9][CH2:10][OH:11])[CH2:5]1. Reactants: CCOCC, C[Mg+], [I-], O=C1CN(C(c2ccccc2)c2ccccc2)C1. Yields the product CC1(O)CN(C(c2ccccc2)c2ccccc2)C1. Reaction SMILES: [CH3:22][CH2:23][O:24][CH2:25][CH3:26].[CH3:2][Mg+:3].[I-:1].[c:4]1([CH:10]([N:11]2[CH2:12][C:13](=[O:15])[CH2:14]2)[c:16]2[cH:17][cH:18][cH:19][cH:20][cH:21]2)[cH:5][cH:6][cH:7][cH:8][cH:9]1>>[CH3:2][C:13]1([OH:15])[CH2:12][N:11]([CH:10]([c:4]2[cH:5][cH:6][cH:7][cH:8][cH:9]2)[c:16]2[cH:17][cH:18][cH:19][cH:20][cH:21]2)[CH2:14]1. Starting materials: [OH-].[Na+] (sodium hydroxide), C(C)OC(CCCCOC1=CC=C(C=C1)C1=CCCCCCC1)=O (5-[p-(1-cyclooctenyl)-phenoxy]-pentanoic acid ethyl ester). The solvent is C(C)O (ethanol). Run at time 48 hour. Product: C1(=CCCCCCC1)C1=CC=C(OCCCCC(=O)O)C=C1 (5-[p-(1-cyclooctenyl)-phenoxy]-pentanoic acid). As a reaction SMILES: [OH-].[Na+].C([O:5][C:6](=[O:26])[CH2:7][CH2:8][CH2:9][CH2:10][O:11][C:12]1[CH:17]=[CH:16][C:15]([C:18]2[CH2:25][CH2:24][CH2:23][CH2:22][CH2:21][CH2:20][CH:19]=2)=[CH:14][CH:13]=1)C>C(O)C>[C:18]1([C:15]2[CH:14]=[CH:13][C:12]([O:11][CH2:10][CH2:9][CH2:8][CH2:7][C:6]([OH:26])=[O:5])=[CH:17][CH:16]=2)[CH2:25][CH2:24][CH2:23][CH2:22][CH2:21][CH2:20][CH:19]=1 |f:0.1|. Procedure details: 20 ml of 2 N sodium hydroxide solution are added to a solution of 15 g of 5-[p-(1-cyclooctenyl)-phenoxy]-pentanoic acid ethyl ester in 150 ml of ethanol and the mixture is left to stand at room temperature for 48 hours. It is then evaporated in vacuo to a volume of about 30 ml and the evaporation residue is distributed, at 5° C, between 100 ml of 2 N hydrochloric acid and twice 200 ml of ether. The organic phases are washed until neutral, dried over sodium sulphate and evaporated in vacuo. Cryst... Starting materials: CC1=C(C=C(C(=C1)C(C)(C)C)O)CC(=O)OC (methyl (2-methyl-4-t-butyl-5-hydroxyphenyl)acetate), C(CCCCCCC)O (octylalcohol), C[O-].[Na+] (sodium methoxide), C[O-].[Na+] (sodium methoxide), C(C)(=O)O (acetic acid). The solvent is C1(=CC=CC=C1)C (toluene). Conditions: temperature 80 celsius, time 5 hour. Yields the product CC1=C(C=C(C(=C1)C(C)(C)C)O)CC(=O)OCCCCCCCC (octyl 2-methyl-4-t-butyl-5-hydroxyphenylacetate). The yield is 88.0%. As a reaction SMILES: [CH3:1][C:2]1[CH:7]=[C:6]([C:8]([CH3:11])([CH3:10])[CH3:9])[C:5]([OH:12])=[CH:4][C:3]=1[CH2:13][C:14]([O:16][CH3:17])=[O:15].[CH2:18](O)[CH2:19][CH2:20][CH2:21][CH2:22][CH2:23][CH2:24]C.C[O-].[Na+].C(O)(=O)C>C1(C)C=CC=CC=1>[CH3:1][C:2]1[CH:7]=[C:6]([C:8]([CH3:11])([CH3:9])[CH3:10])[C:5]([OH:12])=[CH:4][C:3]=1[CH2:13][C:14]([O:16][CH2:17][CH2:18][CH2:19][CH2:20][CH2:21][CH2:22][CH2:23][CH3:24])=[O:15] |f:2.3|. Procedure: Into a 200-ml four-necked flask, were charged 23.6 g of methyl (2-methyl-4-t-butyl-5-hydroxyphenyl)acetate, 13.0 g of octylalcohol and 0.5 g of sodium methoxide. The mixture was allowed to react at 120° C. for 2 hours, and then at 140° to 150° C. under a reduced pressure of 20 mmHg for 5 hours. During the course of this reaction, along with the progress of reaction 1.5 g of sodium methoxide was added in three equal portions. After completion of the reaction, the reaction mixture was cooled to 80... Starting materials: CO, Cl, Cc1ccc(N(C(=O)c2ccco2)C2CCN(CCC3(C4COC(c5ccccc5)OC4)CCCCC3)CC2)nc1. The product is Cc1ccc(N(C(=O)c2ccco2)C2CCN(CCC3(C(CO)CO)CCCCC3)CC2)nc1. As a reaction SMILES: [CH3:43][OH:44].[ClH:42].[c:1]1([CH:2]2[O:8][CH2:9][CH:10]([C:13]3([CH2:19][CH2:20][N:21]4[CH2:22][CH2:23][CH:24]([N:27]([C:28](=[O:29])[c:30]5[o:31][cH:32][cH:33][cH:34]5)[c:35]5[n:36][cH:37][c:38]([CH3:41])[cH:39][cH:40]5)[CH2:25][CH2:26]4)[CH2:14][CH2:15][CH2:16][CH2:17][CH2:18]3)[CH2:11][O:12]2)[cH:3][cH:4][cH:5][cH:6][cH:7]1>>[OH:8][CH2:9][CH:10]([CH2:11][OH:12])[C:13]1([CH2:19][CH2:20][N:21]2[CH2:22][CH2:23][CH:24]([N:27]([C:28](=[O:29])[c:30]3[o:31][cH:32][cH:33][cH:34]3)[c:35]3[n:36][cH:37][c:38]([CH3:41])[cH:39][cH:40]3)[CH2:25][CH2:26]2)[CH2:14][CH2:15][CH2:16][CH2:17][CH2:18]1. The reactants are CCOC(=O)C(N)C(F)(F)F, Cl, Cc1cc(C)c(S(=O)(=O)Cl)c(C)c1, c1ccncc1. The product is CCOC(=O)C(NS(=O)(=O)c1c(C)cc(C)cc1C)C(F)(F)F. As a reaction SMILES: [CH2:1]([CH3:2])[O:3][C:4]([CH:5]([C:6]([F:7])([F:8])[F:9])[NH2:10])=[O:11].[ClH:31].[c:12]1([CH3:24])[c:13]([S:20](=[O:21])(=[O:22])[Cl:23])[c:14]([CH3:19])[cH:15][c:16]([CH3:18])[cH:17]1.[cH:25]1[cH:26][cH:27][n:28][cH:29][cH:30]1>>[CH2:1]([CH3:2])[O:3][C:4]([CH:5]([C:6]([F:7])([F:8])[F:9])[NH:10][S:20]([c:13]1[c:12]([CH3:24])[cH:17][c:16]([CH3:18])[cH:15][c:14]1[CH3:19])(=[O:21])=[O:22])=[O:11].